This data is from the Open Reaction Database (ORD), a public repository of structured organic reaction records. The task is: describe an organic reaction: reactants, conditions, products, and yield Starting materials: Cl (HCl), BrC=1C=C(C(=O)OC(C)(C)C)C=C(C1)C=O (tert-butyl 3-bromo-5-formylbenzoate), [F-].C(CCC)[N+](CCCC)(CCCC)CCCC (Tetrabutylammonium fluoride), C[Si](C(F)(F)F)(C)C (trimethyl(trifluoromethyl)silane). The solvent is COC(C)(C)C (tert-butyl methyl ether), C1CCOC1 (THF). Conditions: time 3 hour. The product is BrC=1C=C(C(=O)OC(C)(C)C)C=C(C1)C(C(F)(F)F)O (tert-Butyl 3-bromo-5-[(R/S)-2,2,2-trifluoro-1-hydroxyethyl]benzoate). As a reaction SMILES: [Br:1][C:2]1[CH:3]=[C:4]([CH:12]=[C:13]([CH:15]=[O:16])[CH:14]=1)[C:5]([O:7][C:8]([CH3:11])([CH3:10])[CH3:9])=[O:6].C[Si](C)(C)[C:19]([F:22])([F:21])[F:20].[F-].C([N+](CCCC)(CCCC)CCCC)CCC.Cl>C1COCC1.COC(C)(C)C>[Br:1][C:2]1[CH:3]=[C:4]([CH:12]=[C:13]([CH:15]([OH:16])[C:19]([F:22])([F:21])[F:20])[CH:14]=1)[C:5]([O:7][C:8]([CH3:11])([CH3:10])[CH3:9])=[O:6] |f:2.3|. Procedure details: To a solution of tert-butyl 3-bromo-5-formylbenzoate (Merck patent case No. 22407 PV; 5.7 g, 20.0 mmol) in THF (133 mL) at 0° C. were added trimethyl(trifluoromethyl)silane (4.44 mL, 30.0 mmol) and activated 4 Å molecular sieves. Tetrabutylammonium fluoride (1.0 M in THF; 6.0 mL, 6.0 mmol) was added dropwise. The reaction mixture was warmed to ambient temperature. After 3 h, aqueous 1N HCl (25 mL) and tert-butyl methyl ether (100 mL) were added. The organic layer was separated, washed with brine...